This data is from the Open Reaction Database (ORD), a public repository of structured organic reaction records. The task is: describe an organic reaction: reactants, conditions, products, and yield Reactants: P(Cl)(Cl)(Cl)(Cl)Cl (phosphorous pentachloride), C(CCCCCC)S(=O)(=O)O (heptanesulfonic acid), [Na] (sodium). Conditions: time 8 hour. Yields the product C(CCCCCC)S(=O)(=O)Cl (n-Heptanesulfonyl Chloride). RXN SMILES: P(Cl)(Cl)(Cl)(Cl)[Cl:2].[CH2:7]([S:14]([OH:17])(=O)=[O:15])[CH2:8][CH2:9][CH2:10][CH2:11][CH2:12][CH3:13].[Na]>>[CH2:7]([S:14]([Cl:2])(=[O:17])=[O:15])[CH2:8][CH2:9][CH2:10][CH2:11][CH2:12][CH3:13] |^1:17|. Procedure: To phosphorous pentachloride (3.3 g, 16 mmol) was added solid heptanesulfonic acid, sodium salt monohydrate (1.75 g, 8 mmol) and the mixture was left to stir overnight under nitrogen. Phosphorous oxychloride was removed by distillation at 150° C. for 3 h. The residue was distilled under reduced pressure (ca. 5 mm Hg) at 135° C. to give ca. 1 g of material which was allowed to cool to room temperature. The precipitated free acid was removed by filtration to afford the title compound as an oil (50... RXN SMILES: C(O[C:6]([N:8]1[CH2:13][CH2:12][CH:11]([C:14]2[C:23]3[C:18](=[CH:19][C:20]([O:26][CH2:27][CH2:28][CH2:29][N:30]4[CH2:35][CH2:34][N:33]([CH3:36])[CH2:32][CH2:31]4)=[C:21]([O:24][CH3:25])[CH:22]=3)[N:17]=[CH:16][N:15]=2)[CH2:10][CH2:9]1)=[O:7])(C)(C)C.Cl.[N+](C1C=CC(OC(=O)[NH:49][C:50]2[CH:55]=[CH:54][C:53]([N:56]3[CH2:61][CH2:60][O:59][CH2:58][CH2:57]3)=[CH:52][CH:51]=2)=CC=1)([O-])=O>>[N:56]1([C:53]2[CH:52]=[CH:51][C:50]([NH:49][C:6]([N:8]3[CH2:13][CH2:12][CH:11]([C:14]4[C:23]5[C:18](=[CH:19][C:20]([O:26][CH2:27][CH2:28][CH2:29][N:30]6[CH2:35][CH2:34][N:33]([CH3:36])[CH2:32][CH2:31]6)=[C:21]([O:24][CH3:25])[CH:22]=5)[N:17]=[CH:16][N:15]=4)[CH2:10][CH2:9]3)=[O:7])=[CH:55][CH:54]=2)[CH2:57][CH2:58][O:59][CH2:60][CH2:61]1 |f:1.2|. Yields the product N1(CCOCC1)C1=CC=C(C=C1)NC(=O)N1CCC(CC1)C1=NC=NC2=CC(=C(C=C12)OC)OCCCN1CCN(CC1)C (4-{6-Methoxy-7-[3-(4-methyl-piperazin-1-yl)-propoxy]-quinazolin-4-yl}-piperidine-1-carboxylic acid (4-morpholin-4-yl-phenyl)-amide). Procedure: The title compound was prepared from 4-{6-Methoxy-7-[3-(4-methyl-piperazin-1-yl)-propoxy]-quinazolin-4-yl}-piperidine-1-carboxylic acid tert-butyl ester, prepared in the previous step, and (4-morpholin-4-yl-phenyl)-carbamic acid 4-nitro-phenyl ester hydrochloride, prepared as described in Example 66a, using essentially the protocol given for Example 170c. 1H-NMR (400 MHz, CDCl3) δ 9.06 (s, 1H), 7.34 (s, 1H), 7.28 (m, 2H), 7.25 (s, 1H), 6.88 (m, 2H), 6.34 (s, 1H), 4.27 (m, 4H), 4.05 (s, 3H), 3.86... Reactants: C(C)(C)(C)OC(=O)N1CCC(CC1)C1=NC=NC2=CC(=C(C=C12)OC)OCCCN1CCN(CC1)C (4-{6-Methoxy-7-[3-(4-methyl-piperazin-1-yl)-propoxy]-quinazolin-4-yl}-piperidine-1-carboxylic acid tert-butyl ester), Cl.[N+](=O)([O-])C1=CC=C(C=C1)OC(NC1=CC=C(C=C1)N1CCOCC1)=O ((4-morpholin-4-yl-phenyl)-carbamic acid 4-nitro-phenyl ester hydrochloride).